Dataset: the Open Reaction Database (ORD), a public repository of structured organic reaction records. Task: describe an organic reaction: reactants, conditions, products, and yield The reactants are [SH3+] (Sulfonium), [I-].C(C1=CC=CC=C1)O[C@@](CC[S+](C)C)(C(N[C@@H]1[C@@H](CC2(OCCO2)CC1)C(=O)OCC)=O)N=C=O ([(S)-3-benzyloxy-carbonylamino-3-((7R,8S)-7-ethoxycarbonyl-1,4-dioxa-spiro[4.5]dec-8-ylcarbamoyl)-propyl]-dimethylsulfonium iodide), C([O-])([O-])=O.[Cs+].[Cs+] (cesium carbonate), CS(=O)C (dimethyl sulfoxide), sulfides. The solvent is C(C)(=O)OCC (Ethyl acetate), [Cl-].[Na+].O (brine). Yields the product C(C1=CC=CC=C1)OC(=O)N[C@@H]1C(N(CC1)[C@@H]1[C@@H](CC2(OCCO2)CC1)C(=O)OCC)=O (ethyl (7R,8S)-8-((S)-3-benzyloxycarbonylamino-2-oxo-pyrrolidin-1-yl)-1,4-dioxa-spiro[4.5]decane-7-carboxylate). As a reaction SMILES: [SH3+].[I-].C(O[C@:11]([N:35]=[C:36]=[O:37])([C:17](=[O:34])[NH:18][C@H:19]1[CH2:28][CH2:27][C:22]2([O:26][CH2:25][CH2:24][O:23]2)[CH2:21][C@H:20]1[C:29]([O:31][CH2:32][CH3:33])=[O:30])[CH2:12][CH2:13][S+](C)C)C1C=CC=CC=1.[C:38](=[O:41])([O-])[O-].[Cs+].[Cs+].CS(C)=O>[Cl-].[Na+].O.C(OCC)(=O)C>[CH2:38]([O:41][C:36]([NH:35][C@H:11]1[CH2:12][CH2:13][N:18]([C@H:19]2[CH2:28][CH2:27][C:22]3([O:23][CH2:24][CH2:25][O:26]3)[CH2:21][C@H:20]2[C:29]([O:31][CH2:32][CH3:33])=[O:30])[C:17]1=[O:34])=[O:37])[C:19]1[CH:28]=[CH:27][CH:22]=[CH:21][CH:20]=1 |f:1.2,3.4.5,7.8.9|. Procedure details: Example 1, 2nd Alternative Preparation, Step 2: Sulfonium salt 3 (619.4 g), and cesium carbonate (416.8 g) and anhydrous dimethyl sulfoxide (6.2 L) were combined in a reactor equipped with a scrubber to neutralize volatile sulfides. Vigorous agitation was maintained until complete conversion was obtained (HPLC). Ethyl acetate (12.4 L) was added, followed by 20% brine (3 L). The organic phase was separated, washed twice with brine (2×3 L) and evaporated to obtain a solution of ethyl (7R,8S)-8-((S... Reactants: OC1[C@H](N)[C@@H](O)[C@H](O)[C@H](O1)CO (glucosamine), C(CC(O)(C(=O)O)CC(=O)O)(=O)O (citric acid). Product: C(CC(O)(C(=O)O)CC(=O)O)(=O)O.OC1[C@H](N)[C@@H](O)[C@H](O)[C@H](O1)CO (Glucosamine Dihydrogen Citrate). RXN SMILES: [OH:1][CH:2]1[O:10][C@H:9]([CH2:11][OH:12])[C@@H:7]([OH:8])[C@H:5]([OH:6])[C@H:3]1[NH2:4].[C:13]([OH:25])(=[O:24])[CH2:14][C:15]([CH2:20][C:21]([OH:23])=[O:22])([C:17]([OH:19])=[O:18])[OH:16]>>[C:13]([OH:25])(=[O:24])[CH2:14][C:15]([CH2:20][C:21]([OH:23])=[O:22])([C:17]([OH:19])=[O:18])[OH:16].[OH:1][CH:2]1[O:10][C@H:9]([CH2:11][OH:12])[C@@H:7]([OH:8])[C@H:5]([OH:6])[C@H:3]1[NH2:4] |f:2.3|. Reported procedure: The procedure described in Example 1 was followed, starting from glucosamine base and citric acid. Reactants: CN(C1=CC=C(C=C1)C=1C=C2C(=NC1)N(C=C2N2CCOCC2)COCC[Si](C)(C)C)C (Dimethyl-[4-[3-morpholin-4-yl-1-(2-trimethylsilanylethoxymethyl)-1H-pyrrolo[2,3-b]pyridin-5-yl]phenyl]amine), Cl (hydrochloric acid), C(=O)(O)[O-].[Na+] (NaHCO3). Solvent: C(C)O (ethanol). Run at temperature 80 celsius. Yields the product CN(C1=CC=C(C=C1)C=1C=C2C(=NC1)NC=C2N2CCOCC2)C (Dimethyl-[4-(3-morpholin-4-yl-1H-pyrrolo[2,3-b]pyridine-5-yl)phenyl]amine). Isolated yield 38.4%. Reaction SMILES: [CH3:1][N:2]([CH3:32])[C:3]1[CH:8]=[CH:7][C:6]([C:9]2[CH:10]=[C:11]3[C:17]([N:18]4[CH2:23][CH2:22][O:21][CH2:20][CH2:19]4)=[CH:16][N:15](COCC[Si](C)(C)C)[C:12]3=[N:13][CH:14]=2)=[CH:5][CH:4]=1.Cl.C([O-])(O)=O.[Na+]>C(O)C>[CH3:1][N:2]([CH3:32])[C:3]1[CH:8]=[CH:7][C:6]([C:9]2[CH:10]=[C:11]3[C:17]([N:18]4[CH2:23][CH2:22][O:21][CH2:20][CH2:19]4)=[CH:16][NH:15][C:12]3=[N:13][CH:14]=2)=[CH:5][CH:4]=1 |f:2.3|. Reported procedure: A mixture of 61 (0.017 g, 0.038 mmol), 10% hydrochloric acid (1 mL), and ethanol (1 mL) was heated at 80° C. for 30 minutes. The mixture was cooled and poured into saturated NaHCO3 solution and extracted with AcOEt. The organic extract was dried (MgSO4), concentrated and purified by means of preparative TLC with CH2Cl2:methanol as eluent to afford 62 (0.0047 g, 39%) as a tan solid. 1H NMR (400 MHz, CDCl3) δ 2.94 (s, 6H), 3.02-3.06 (m, 4H), 3.86-3.90 (m, 4H), 6.75-6.81 (m, 3H), 7.42-7.47 (m, 2H),... The reactants are [Si](C)(C)(C(C)(C)C)OC=1C(=C(C=C(C1)F)C(CC)O)F (1-(3-(tert-Butyldimethylsilyloxy)-2,5-difluorophenyl)propan-1-ol), C(Cl)Cl (DCM), C(C)(=O)O.C(C)(=O)O.IC1=CC=CC=C1 (iodobenzene diacetate). Isolated yield 93.6%. Solvent: CCOC(=O)C (EtOAc). The reagents and catalysts are CC1(CCCC(N1[O])(C)C)C (TEMPO). RXN SMILES: [Si:1]([O:8][C:9]1[C:10]([F:20])=[C:11]([CH:16]([OH:19])[CH2:17][CH3:18])[CH:12]=[C:13]([F:15])[CH:14]=1)([C:4]([CH3:7])([CH3:6])[CH3:5])([CH3:3])[CH3:2].C(Cl)Cl.C(O)(=O)C.C(O)(=O)C.IC1C=CC=CC=1>CCOC(C)=O.CC1(C)N([O])C(C)(C)CCC1>[Si:1]([O:8][C:9]1[C:10]([F:20])=[C:11]([C:16](=[O:19])[CH2:17][CH3:18])[CH:12]=[C:13]([F:15])[CH:14]=1)([C:4]([CH3:6])([CH3:7])[CH3:5])([CH3:3])[CH3:2] |f:2.3.4,^1:48|. Procedure details: A 200 mL round bottom flask was charged with 90.C (0.48 g, 1.6 mmol), DCM (15 mL), iodobenzene diacetate (0.56 g, 1.7 mmol), and TEMPO (0.012 g, 0.079 mmol). The mixture was stirred overnight at room temperature and diluted with EtOAc. The organics were washed with saturated aqueous sodium thiosulfate, saturated aqueous sodium bicarbonate, and brine, dried (MgSO4), and concentrated. The crude product was purified by silica gel flash chromatography (0-5% EtOAc/hexane) to afford 90.D (0.45 g, 94% ... Yields the product [Si](C)(C)(C(C)(C)C)OC=1C(=C(C=C(C1)F)C(CC)=O)F (1-(3-(tert-Butyldimethylsilyloxy)-2,5-difluorophenyl)propan-1-one). Reaction conditions: time 8 hour. The reactants are Cl.Cl.ClC1=CC=C(CN2CCNCC2)C=C1 (N-(4-chlorobenzyl)piperazine dihydrochloride), KHCO3, BrC(C(=O)C1=CC=CC=C1)C (2-bromo-1-phenylpropan-1-one). The solvent is C(C)O (ethanol). Yields the product Cl.Cl.ClC1=CC=C(CN2CCN(CC2)C(C)C(C2=CC=CC=C2)=O)C=C1 (N1-(4-chlorobenzyl)-N4-(1-benzoylethyl)piperazine dihydrochloride). Yield: 146.7%. As a reaction SMILES: [ClH:1].Cl.[Cl:3][C:4]1[CH:16]=[CH:15][C:7]([CH2:8][N:9]2[CH2:14][CH2:13][NH:12][CH2:11][CH2:10]2)=[CH:6][CH:5]=1.Br[CH:18]([CH3:27])[C:19]([C:21]1[CH:26]=[CH:25][CH:24]=[CH:23][CH:22]=1)=[O:20]>C(O)C>[ClH:3].[ClH:1].[Cl:3][C:4]1[CH:16]=[CH:15][C:7]([CH2:8][N:9]2[CH2:14][CH2:13][N:12]([CH:18]([C:19](=[O:20])[C:21]3[CH:26]=[CH:25][CH:24]=[CH:23][CH:22]=3)[CH3:27])[CH2:11][CH2:10]2)=[CH:6][CH:5]=1 |f:0.1.2,5.6.7|. Reported procedure: A mixture of N-(4-chlorobenzyl)piperazine dihydrochloride (5 g, 20 mmol), anhydrous KHCO3 (70 mmol) and 2-bromo-1-phenylpropan-1-one (3.96 ml, 26 mmol) in 40 ml of anhydrous ethanol was refluxed for 8 hours, and then treated according to general preparation 2 to give 6.1 g of compound (IV-2), yield 59.51%, mp 260-262° C. M+ 342. Reactants: C(C)(C)(C)C=1N=C(C=2C(N1)=NN(N2)CC2=NON=C2C)N2C[C@H](CC2)O ((S)-1-[5-tert-Butyl-2-(4-methyl-furazan-3-ylmethyl)-2H-[1,2,3]triazolo[4,5-d]pyrimidin-7-yl]-pyrrolidin-3-ol), C(C)(C)(C)C=1N=C(C2=C(N1)NN=N2)N2C[C@H](CC2)OC(C(F)(F)F)=O (Trifluoro-acetic acid (S)-1-(5-tert-butyl-3H-[1,2,3]triazolo[4,5-d]pyrimidin-7-yl)-pyrrolidin-3-yl-ester), ClCC1=NC(=NN1C)C (5-(chloromethyl)-1,3-dimethyl-1H-1,2,4-triazole). Yields the product C(C)(C)(C)C=1N=C(C=2C(N1)=NN(N2)CC=2N(N=C(N2)C)C)N2C[C@H](CC2)O ((S)-1-[5-tert-Butyl-2-(2,5-dimethyl-2H-[1,2,4]triazol-3-ylmethyl)-2H-[1,2,3]triazolo[4,5-d]pyrimidin-7-yl]-pyrrolidin-3-ol). As a reaction SMILES: [C:1]([C:5]1N=C(N2CC[C@H](O)C2)[C:8]2[C:9](=[N:11][N:12]([CH2:14]C3C(C)=NON=3)N=2)[N:10]=1)(C)(C)C.[C:27]([C:31]1[N:32]=[C:33]([N:40]2[CH2:44][CH2:43][C@H:42]([O:45]C(=O)C(F)(F)F)[CH2:41]2)[C:34]2[N:39]=[N:38][NH:37][C:35]=2[N:36]=1)([CH3:30])([CH3:29])[CH3:28].ClCC1N(C)N=C(C)N=1>>[C:27]([C:31]1[N:32]=[C:33]([N:40]2[CH2:44][CH2:43][C@H:42]([OH:45])[CH2:41]2)[C:34]2[C:35](=[N:37][N:38]([CH2:1][C:5]3[N:12]([CH3:14])[N:11]=[C:9]([CH3:8])[N:10]=3)[N:39]=2)[N:36]=1)([CH3:29])([CH3:28])[CH3:30]. Procedure details: In analogy to the procedure described for the synthesis of (S)-1-[5-tert-Butyl-2-(4-methyl-furazan-3-ylmethyl)-2H-[1,2,3]triazolo[4,5-d]pyrimidin-7-yl]-pyrrolidin-3-ol (example 73), the title compound was prepared from Trifluoro-acetic acid (S)-1-(5-tert-butyl-3H-[1,2,3]triazolo[4,5-d]pyrimidin-7-yl)-pyrrolidin-3-yl-ester and 5-(chloromethyl)-1,3-dimethyl-1H-1,2,4-triazole and isolated as colorless gum. MS (m/e): 372.3 (MH+). The reactants are CC1=C(OC2=C(C=CC=C2C1=O)C(=O)OC)C1=CC=CC=C1 (methyl 3-methylflavone-8-carboxylate), solution, [OH-].[K+] (KOH). Solvent: CO (methanol). Yields the product CC1=C(OC2=C(C=CC=C2C1=O)C(=O)O)C1=CC=CC=C1 (3-methylflavone-8-carboxylic acid). The yield is 97.5%. RXN SMILES: [CH3:1][C:2]1[C:11](=[O:12])[C:10]2[C:5](=[C:6]([C:13]([O:15]C)=[O:14])[CH:7]=[CH:8][CH:9]=2)[O:4][C:3]=1[C:17]1[CH:22]=[CH:21][CH:20]=[CH:19][CH:18]=1.[OH-].[K+]>CO>[CH3:1][C:2]1[C:11](=[O:12])[C:10]2[C:5](=[C:6]([C:13]([OH:15])=[O:14])[CH:7]=[CH:8][CH:9]=2)[O:4][C:3]=1[C:17]1[CH:22]=[CH:21][CH:20]=[CH:19][CH:18]=1 |f:1.2|. Procedure: A 29.4 g (0.10 mole) quantity of methyl 3-methylflavone-8-carboxylate was added to 200 ml of a solution of 0.5N--KOH in methanol. The mixture was refluxed with heating for 3 hours and the solvent was removed by distillation. To the residue was added 300 ml of water to dissolve the residue in water and the solution was subjected to filtration. The filtrate was neutralized with dilute hydrochloric acid to give 27.3 g (97.5%) of 3-methylflavone-8-carboxylic acid, M.P. 229° to 231.5° C.